From a dataset of the Open Reaction Database (ORD), a public repository of structured organic reaction records. describe an organic reaction: reactants, conditions, products, and yield The reactants are C(C1=CC=CC=C1)ON1C(NCC1)=NC1=C(C=CC(=C1)OC)Cl (1-(benzyloxy)-2-[(2-chloro-5-methoxyphenyl)imino]imidazolidine). The reagents and catalysts are [Pd] (palladium/carbon). Solvent: C(C)O (ethanol), Cl (hydrochloric acid). Yields the product Cl.ClC1=C(C=C(C=C1)OC)N=C1N(CCN1)O (2-[(2-chloro-5-methoxyphenyl)imino]-1-hydroxyimidazolidine hydrochloride). RXN SMILES: C([O:8][N:9]1[CH2:13][CH2:12][NH:11][C:10]1=[N:14][C:15]1[CH:20]=[C:19]([O:21][CH3:22])[CH:18]=[CH:17][C:16]=1[Cl:23])C1C=CC=CC=1>C(O)C.Cl.[Pd]>[ClH:23].[Cl:23][C:16]1[CH:17]=[CH:18][C:19]([O:21][CH3:22])=[CH:20][C:15]=1[N:14]=[C:10]1[NH:11][CH2:12][CH2:13][N:9]1[OH:8] |f:4.5|. Reported procedure: A solution of 1.84 g of 1-(benzyloxy)-2-[(2-chloro-5-methoxyphenyl)imino]imidazolidine in 10 ml of ethanol and 0.65 ml of 25 percent hydrochloric acid is hydrogenated over palladium/carbon. The catalyst is subsequently removed by filtration and the solution obtained is evaporated in vacuo. There is obtained 2-[(2-chloro-5-methoxyphenyl)imino]-1-hydroxyimidazolidine hydrochloride of melting point 182°-184° (acetone). The reactants are COC(C1=CC(=C(C=C1)C#N)C)=O (4-cyano-3-methyl-benzoic acid methyl ester), C(C(C)C)C1=CC=C(C(=O)O)C=C1 (4-isobutyl-benzoic acid), ONC(C1=CC=C(C=C1)CO)=N (N-Hydroxy-4-hydroxymethyl-benzamidine), C(C)(C)OC1=CC=C(C=C1)C1=NC(=NO1)C1=CC=C(C=C1)CO (4-[5-(4-Isopropoxy-phenyl)-[1,2,4]oxadiazol-3-yl]-phenylmethanol), ONC(C1=CC=C(C=C1)CO)=N (N-hydroxy-4-hydroxymethyl-benzamidine), C(C)(C)OC1=CC=C(C=C1)C1=NC(=NO1)C1=CC=C(C=C1)CO (4-[5-(4-isopropoxy-phenyl)-[1,2,4]oxadiazol-3-yl]-phenylmethanol). Yields the product COC(C1=CC(=C(C=C1)C1=NOC(=N1)C1=CC=C(C=C1)CC(C)C)C)=O (4-[5-(4-Isobutyl-phenyl)-[1,2,4]oxadiazol-3-yl]-3-methyl-benzoic acid methyl ester). Reaction SMILES: [CH3:1][O:2][C:3](=[O:13])[C:4]1[CH:9]=[CH:8][C:7]([C:10]#[N:11])=[C:6]([CH3:12])[CH:5]=1.[CH2:14]([C:18]1[CH:26]=[CH:25][C:21]([C:22](O)=[O:23])=[CH:20][CH:19]=1)[CH:15]([CH3:17])[CH3:16].O[NH:28]C(=N)C1C=CC(CO)=CC=1.C(OC1C=CC(C2ON=C(C3C=CC(CO)=CC=3)N=2)=CC=1)(C)C>>[CH3:1][O:2][C:3](=[O:13])[C:4]1[CH:9]=[CH:8][C:7]([C:10]2[N:28]=[C:22]([C:21]3[CH:25]=[CH:26][C:18]([CH2:14][CH:15]([CH3:17])[CH3:16])=[CH:19][CH:20]=3)[O:23][N:11]=2)=[C:6]([CH3:12])[CH:5]=1. Reported procedure: The title compound was prepared from 4-cyano-3-methyl-benzoic acid methyl ester and 4-isobutyl-benzoic acid by procedures analogous to those described in Preparations 8B and 10A for the preparation of N-hydroxy-4-hydroxymethyl-benzamidine and 4-[5-(4-isopropoxy-phenyl)-[1,2,4]oxadiazol-3-yl]-phenylmethanol, respectively.